From a dataset of the Open Reaction Database (ORD), a public repository of structured organic reaction records. describe an organic reaction: reactants, conditions, products, and yield Starting materials: ClC1=C(C=CC=C1)C(C(=O)OC)OC1=CC=C(C=C1)C (methyl 2-(2-chlorophenyl)-2-(4-methylphenoxy)acetate), N (NH3). Solvent: CO (methanol). Run at time 8 hour. The product is CC1=CC=C(OC(C(=O)N)C2=C(C=CC=C2)Cl)C=C1 (2-(4-methylphenoxy)-2-(2-chlorophenyl)acetamide). Isolated yield 99.0%. As a reaction SMILES: [Cl:1][C:2]1[CH:7]=[CH:6][CH:5]=[CH:4][C:3]=1[CH:8]([O:13][C:14]1[CH:19]=[CH:18][C:17]([CH3:20])=[CH:16][CH:15]=1)[C:9](OC)=[O:10].[NH3:21]>CO>[CH3:20][C:17]1[CH:18]=[CH:19][C:14]([O:13][CH:8]([C:3]2[CH:4]=[CH:5][CH:6]=[CH:7][C:2]=2[Cl:1])[C:9]([NH2:21])=[O:10])=[CH:15][CH:16]=1. Procedure details: To a solution of 0.700 g (2.41 mmol) of methyl 2-(2-chlorophenyl)-2-(4-methylphenoxy)acetate (Example 4, Step B) in 10 mL of methanol, stirred at 0° C. (ice-bath) was added anhydrous NH3 for 45 minutes. The reaction mixture was warmed to room temperature and stirred overnight. The reaction mixture was then concentrated in vacuo and afforded 0.658 g (99%) of title compound.